Dataset: the Open Reaction Database (ORD), a public repository of structured organic reaction records. Task: describe an organic reaction: reactants, conditions, products, and yield The reactants are ICC1CCC(O1)C1=C(C=NN1C)[N+](=O)[O-] (5-(5-(iodomethyl)tetrahydrofuran-2-yl)-1-methyl-4-nitro-1H-pyrazole), ICC1CCC(O1)C1=C(C=NN1C)[N+](=O)[O-] (5-(5-(iodomethyl)tetrahydrofuran-2-yl)-1-methyl-4-nitro-1H-pyrazole), [N-]=[N+]=[N-].[Na+] (sodium azide). Run in CCOC(=O)C (EtOAc), CN(C)C=O (DMF). Reaction conditions: time 36 hour. The product is N(=[N+]=[N-])CC1CCC(O1)C1=C(C=NN1C)[N+](=O)[O-] (5-(5-(azidomethyl)tetrahydrofuran-2-yl)-1-methyl-4-nitro-1H-pyrazole). Isolated yield 100.2%. RXN SMILES: I[CH2:2][CH:3]1[O:7][CH:6]([C:8]2[N:12]([CH3:13])[N:11]=[CH:10][C:9]=2[N+:14]([O-:16])=[O:15])[CH2:5][CH2:4]1.[N-:17]=[N+:18]=[N-:19].[Na+]>CN(C=O)C.CCOC(C)=O>[N:17]([CH2:2][CH:3]1[O:7][CH:6]([C:8]2[N:12]([CH3:13])[N:11]=[CH:10][C:9]=2[N+:14]([O-:16])=[O:15])[CH2:5][CH2:4]1)=[N+:18]=[N-:19] |f:1.2|. Reported procedure: To a solution of 5-(5-(iodomethyl)tetrahydrofuran-2-yl)-1-methyl-4-nitro-1H-pyrazole (640 mg, 1.90 mmol, intermediate 60) in dry DMF (10 mL) was added sodium azide (250 mg, 3.80 mmol) and the mixture stirred at room temperature for 36 hr. The mixture was diluted with EtOAc (25 mL) and washed with water (2×10 mL) and brine (20 mL). The organic layer was passed through a phase separation cartridge and concentrated under reduced pressure to give 5-(5-(azidomethyl)tetrahydrofuran-2-yl)-1-methyl-4-ni...